Dataset: the Open Reaction Database (ORD), a public repository of structured organic reaction records. Task: describe an organic reaction: reactants, conditions, products, and yield Reactants: ClC1=C(C=CC=C1)C1CC(CC(C1)=O)=O (5-(2-chlorophenyl)cyclohexane-1,3-dione), C(C)(=O)[O-].[NH4+] (ammonium acetate). Run in C(C)O (ethanol). The product is NC1=CC(CC(C1)C1=C(C=CC=C1)Cl)=O (1-amino-5-(2-chlorophenyl)cyclohexen-3-one). The yield is 88.4%. RXN SMILES: [Cl:1][C:2]1[CH:7]=[CH:6][CH:5]=[CH:4][C:3]=1[CH:8]1[CH2:13][C:12](=O)[CH2:11][C:10](=[O:15])[CH2:9]1.C([O-])(=O)C.[NH4+:20]>C(O)C>[NH2:20][C:12]1[CH2:13][CH:8]([C:3]2[CH:4]=[CH:5][CH:6]=[CH:7][C:2]=2[Cl:1])[CH2:9][C:10](=[O:15])[CH:11]=1 |f:1.2|. Procedure details: A solution of 5-(2-chlorophenyl)cyclohexane-1,3-dione (2.5 g) and ammonium acetate (2.6 g) in ethanol (50 ml) was heated under reflux for 12 hours. The solvent was distilled off under reduced pressure, and aqueous sodium hydrogen carbonate was added and the mixture was extracted with ethyl acetate. The organic layer was washed with water and saturated brine, and dried over magnesium sulfate. The solvent was distilled off under reduced pressure, and the resultant crystal was recrystallized from e... Starting materials: C1(CCCCC1)N(C(=O)NC=1SC(=CN1)SC#N)[C@@H]1CC[C@H](CC1)C (1-cyclohexyl-1-(trans-4-methyl-cyclohexyl)-3-(5-thiocyanato-thiazol-2-yl)-urea), SC[C@H](O)[C@H](O)CS (dithioerythritol), C(C)OC(C(C)Br)=O (ethyl-2-bromopropionate). As a reaction SMILES: [CH:1]1([N:7]([C@H:19]2[CH2:24][CH2:23][C@H:22]([CH3:25])[CH2:21][CH2:20]2)[C:8]([NH:10][C:11]2[S:12][C:13]([S:16]C#N)=[CH:14][N:15]=2)=[O:9])[CH2:6][CH2:5][CH2:4][CH2:3][CH2:2]1.SC[C@@H]([C@@H](CS)O)O.C([O:36][C:37](=[O:41])[CH:38](Br)[CH3:39])C>>[CH:1]1([N:7]([C@H:19]2[CH2:20][CH2:21][C@H:22]([CH3:25])[CH2:23][CH2:24]2)[C:8](=[O:9])[NH:10][C:11]2[S:12][C:13]([S:16][CH:38]([CH3:39])[C:37]([OH:36])=[O:41])=[CH:14][N:15]=2)[CH2:6][CH2:5][CH2:4][CH2:3][CH2:2]1. Procedure: Prepared as described in general procedure (H) using 1-cyclohexyl-1-(trans-4-methyl-cyclohexyl)-3-(5-thiocyanato-thiazol-2-yl)-urea, dithioerythritol and ethyl-2-bromopropionate. Yields the product C1(CCCCC1)N(C(NC=1SC(=CN1)SC(C(=O)O)C)=O)[C@@H]1CC[C@H](CC1)C (2-{2-[3-Cyclohexyl-3-(trans-4-methyl-cyclohexyl)-ureido]-thiazol-5-ylsulfanyl}-propionic acid). The reactants are CC(C)(C)c1ccc(N)cc1, Cn1ncc(C(=O)Cl)c1Cl, ClCCl. The product is Cn1ncc(C(=O)Nc2ccc(C(C)(C)C)cc2)c1Cl. As a reaction SMILES: [C:11]([CH3:12])([CH3:13])([CH3:14])[c:15]1[cH:16][cH:17][c:18]([NH2:19])[cH:20][cH:21]1.[Cl:1][c:2]1[c:3]([C:8](=[O:9])[Cl:10])[cH:4][n:5][n:6]1[CH3:7].[Cl:22][CH2:23][Cl:24]>>[Cl:1][c:2]1[c:3]([C:8](=[O:9])[NH:19][c:18]2[cH:17][cH:16][c:15]([C:11]([CH3:12])([CH3:13])[CH3:14])[cH:21][cH:20]2)[cH:4][n:5][n:6]1[CH3:7]. Starting materials: OCC1CCC(O1)(C)COC1=C(C=CC(=C1)C(C)(C)CC(C)(C)C)O (2-(5-hydroxymethyl-2-methyl-2-tetrahydrofuranylmethoxy)-4-t-octylphenol), N1CCOCC1 (morpholine), C=O (paraformaldehyde). Run in C(C)(C)O (isopropanol). Product: OCC1CCC(O1)(C)COC1=C(C(=CC(=C1)C(C)(C)CC(C)(C)C)CN1CCOCC1)O (2-(5-Hydroxymethyl-2-methyl-2-tetrahydrofuranylmethoxy)-6-morpholinomethyl-4-t-octylphenol). Yield: 51.4%. As a reaction SMILES: [OH:1][CH2:2][CH:3]1[O:7][C:6]([CH2:9][O:10][C:11]2[CH:16]=[C:15]([C:17]([CH2:20][C:21]([CH3:24])([CH3:23])[CH3:22])([CH3:19])[CH3:18])[CH:14]=[CH:13][C:12]=2[OH:25])([CH3:8])[CH2:5][CH2:4]1.[NH:26]1[CH2:31][CH2:30][O:29][CH2:28][CH2:27]1.[CH2:32]=O>C(O)(C)C>[OH:1][CH2:2][CH:3]1[O:7][C:6]([CH2:9][O:10][C:11]2[CH:16]=[C:15]([C:17]([CH2:20][C:21]([CH3:24])([CH3:23])[CH3:22])([CH3:18])[CH3:19])[CH:14]=[C:13]([CH2:32][N:26]3[CH2:31][CH2:30][O:29][CH2:28][CH2:27]3)[C:12]=2[OH:25])([CH3:8])[CH2:5][CH2:4]1. Reported procedure: A solution of 3.7 g (10 mmole) of 2-(5-hydroxymethyl-2-methyl-2-tetrahydrofuranylmethoxy)-4-t-octylphenol, 1 ml (12 mmole) of morpholine and 0.35 g (12 mmole) of paraformaldehyde in 25 ml of isopropanol was heated under reflux for 18 hours. The solvent was removed by evaporation in vacuo and the residue was extracted with diethyl ether. The resulting ethereal solution was washed with water, followed by saturated sodium chloride solution, and then dried (MgSO4) and evaporated in vacuo. The residu... The reactants are C1(=CC=CC=C1)C1OC(CN1C(C)(C)C)CO (2-phenyl-3-tert. butyl-5-hydroxymethyloxazolidine), O (Water), ClC1=NC=CC=C1C#N (2-chloro-3-cyanopyridine), [H-].[Na+] (sodium hydride). The solvent is CN(C=O)C (DMF), CN(C=O)C (N,N-dimethylformamide). Run at time 15 minute. The product is C1(=CC=CC=C1)C1OC(CN1C(C)(C)C)COC1=NC=CC=C1C#N (2-phenyl-3-tert. butyl-5-(3-cyano-2-pyridyloxymethyl)oxazolidine). Reaction SMILES: [C:1]1([CH:7]2[N:11]([C:12]([CH3:15])([CH3:14])[CH3:13])[CH2:10][CH:9]([CH2:16][OH:17])[O:8]2)[CH:6]=[CH:5][CH:4]=[CH:3][CH:2]=1.[H-].[Na+].Cl[C:21]1[C:26]([C:27]#[N:28])=[CH:25][CH:24]=[CH:23][N:22]=1.O>CN(C)C=O>[C:1]1([CH:7]2[N:11]([C:12]([CH3:13])([CH3:14])[CH3:15])[CH2:10][CH:9]([CH2:16][O:17][C:21]3[C:26]([C:27]#[N:28])=[CH:25][CH:24]=[CH:23][N:22]=3)[O:8]2)[CH:2]=[CH:3][CH:4]=[CH:5][CH:6]=1 |f:1.2|. Procedure details: To S -2-phenyl-3-tert. butyl-5-hydroxymethyloxazolidine (7 grams, 0.03 moles) in 35 ml. of N,N-dimethylformamide (DMF) is added 1.3 grams (0.03 moles of sodium hydride (57% dispersion in mineral oil). This mixture is heated 5 minutes over steam and then is allowed to stir 15 minutes at room temperature. 4.1 grams (0.03 moles) of 2-chloro-3-cyanopyridine in 20 ml of DMF is then added and the resultant reaction mixture is stirred four hours at room temperature. Water is then added and an oil separ... Reactants: CC(C)(C)OC(=O)Nc1cccc(-c2ccc(S(=O)(=O)N3CCCC3CO)cc2)n1, CO, Cl. Yields the product Cl, Nc1cccc(-c2ccc(S(=O)(=O)N3CCCC3CO)cc2)n1. As a reaction SMILES: [C:1]([O:2][C:3](=[O:4])[NH:7][c:8]1[n:9][c:10](-[c:14]2[cH:15][cH:16][c:17]([S:20](=[O:21])(=[O:22])[N:23]3[CH:24]([CH2:28][OH:29])[CH2:25][CH2:26][CH2:27]3)[cH:18][cH:19]2)[cH:11][cH:12][cH:13]1)([CH3:5])([CH3:6])[CH3:30].[CH3:32][OH:33].[ClH:31]>>[ClH:31].[NH2:7][c:8]1[n:9][c:10](-[c:14]2[cH:15][cH:16][c:17]([S:20](=[O:21])(=[O:22])[N:23]3[CH:24]([CH2:28][OH:29])[CH2:25][CH2:26][CH2:27]3)[cH:18][cH:19]2)[cH:11][cH:12][cH:13]1. Starting materials: CC(C)CCON=O, Nc1nc(C(=NOCC(=O)OC(c2ccccc2)c2ccccc2)C(=O)O)cs1, C1CCOC1. Product: O=C(CON=C(C(=O)O)c1cscn1)OC(c1ccccc1)c1ccccc1. RXN SMILES: [N:1]([O:2][CH2:3][CH2:4][CH:5]([CH3:6])[CH3:7])=[O:8].[NH2:9][c:10]1[s:11][cH:12][c:13]([C:15]([C:16](=[O:17])[OH:18])=[N:19][O:20][CH2:21][C:22](=[O:23])[O:24][CH:25]([c:26]2[cH:27][cH:28][cH:29][cH:30][cH:31]2)[c:32]2[cH:33][cH:34][cH:35][cH:36][cH:37]2)[n:14]1.[O:38]1[CH2:39][CH2:40][CH2:41][CH2:42]1>>[cH:10]1[s:11][cH:12][c:13]([C:15]([C:16](=[O:17])[OH:18])=[N:19][O:20][CH2:21][C:22](=[O:23])[O:24][CH:25]([c:26]2[cH:27][cH:28][cH:29][cH:30][cH:31]2)[c:32]2[cH:33][cH:34][cH:35][cH:36][cH:37]2)[n:14]1. Reactants: FC1=C(C=CC=C1F)C(CC(C(=O)OCC)(C(=O)OCC)O)=O (Diethyl 2-[2-(2,3-difluorophenyl)-2-oxoethyl]-2-hydroxymalonate), Cl.NN (hydrazine monohydrochloride). The solvent is C(C)O (ethanol). Product: FC1=C(C=CC=C1F)C1=CC(=C(N=N1)O)C(=O)OCC (Ethyl 6-(2,3-difluorophenyl)-3-hydroxypyridazine-4-carboxylate). As a reaction SMILES: [F:1][C:2]1[C:7]([F:8])=[CH:6][CH:5]=[CH:4][C:3]=1[C:9](=O)[CH2:10][C:11](O)([C:17]([O:19][CH2:20][CH3:21])=[O:18])[C:12](OCC)=[O:13].Cl.[NH2:25][NH2:26]>C(O)C>[F:1][C:2]1[C:7]([F:8])=[CH:6][CH:5]=[CH:4][C:3]=1[C:9]1[N:26]=[N:25][C:12]([OH:13])=[C:11]([C:17]([O:19][CH2:20][CH3:21])=[O:18])[CH:10]=1 |f:1.2|. Procedure details: Diethyl 2-[2-(2,3-difluorophenyl)-2-oxoethyl]-2-hydroxymalonate (18.50 g, 56.1 mmol) and hydrazine monohydrochloride (4.03 g, 58.8 mmol) were stirred at reflux in ethanol (300 mL) for 96 h, and then evaporated to dryness to afford the title compound as a solid. Reactants: [OH-].[Na+] (NaOH), C(CO)(=O)[O-] (glycolate), C(CO)(=O)O (glycolic acid), NCP(O)(O)=O (aminomethylphosphonic acid), C(C(C)C)(=O)O (isobutyric acid), flavin mononucleotide, [OH-].[Na+] (NaOH), O=O (oxygen). The solvent is solution. Reaction conditions: temperature 5 celsius, time 10 hour. The product is C(C=O)(=O)O (glyoxylic acid), C(C(=O)O)(=O)O (oxalic acid). As a reaction SMILES: [C:1]([OH:5])(=[O:4])[CH2:2][OH:3].NCP(=O)(O)O.C(O)(=[O:16])C(C)C.[OH-].[Na+].[C:20]([O-:24])(=[O:23])[CH2:21][OH:22].O=O>>[C:1]([OH:5])(=[O:4])[CH:2]=[O:3].[C:21]([OH:16])(=[O:22])[C:20]([OH:24])=[O:23] |f:3.4|. Procedure details: A 300-mL EZE-Seal stirred autoclave reactor (Autoclave Engineers) was charged with 100 mL of a solution containing glycolic acid (0.500M), aminomethylphosphonic acid (0.375M), isobutyric acid (0.100M, HPLC internal standard), and flavin mononucleotide (0.01 mM) at pH 8.3 (adjusted with 50% NaOH), and the solution cooled to 5° C. To the reactor was then added 26 g of frozen (-80° C.) Aspergillus nidulans FT17SYCSL/OL (124 IU glycolate oxidase and 57,800 IU catalase) deposited with the Northern re... Reactants: O=C([O-])O, Cc1ccccc1, CCOC(C)=O, CCN(C(C)C)C(C)C, Cc1cc(O)n2nc(-c3ccccc3Cl)c(-c3ccc(Cl)cc3)c2n1, [Na+], O=P(Cl)(Cl)Cl. Product: Cc1cc(Cl)n2nc(-c3ccccc3Cl)c(-c3ccc(Cl)cc3)c2n1. RXN SMILES: [C:40](=[O:41])([OH:42])[O-:43].[CH3:45][c:46]1[cH:47][cH:48][cH:49][cH:50][cH:51]1.[CH3:52][CH2:53][O:54][C:55](=[O:56])[CH3:57].[CH:26]([N:27]([CH:28]([CH3:29])[CH3:30])[CH2:31][CH3:32])([CH3:33])[CH3:34].[Cl:1][c:2]1[cH:3][cH:4][c:5](-[c:8]2[c:9](-[c:19]3[c:20]([Cl:25])[cH:21][cH:22][cH:23][cH:24]3)[n:10][n:11]3[c:12]2[n:13][c:14]([CH3:18])[cH:15][c:16]3[OH:17])[cH:6][cH:7]1.[Na+:44].[P:35]([Cl:36])([Cl:37])([Cl:38])=[O:39]>>[Cl:1][c:2]1[cH:3][cH:4][c:5](-[c:8]2[c:9](-[c:19]3[c:20]([Cl:25])[cH:21][cH:22][cH:23][cH:24]3)[n:10][n:11]3[c:12]2[n:13][c:14]([CH3:18])[cH:15][c:16]3[Cl:37])[cH:6][cH:7]1.